From a dataset of the Open Reaction Database (ORD), a public repository of structured organic reaction records. describe an organic reaction: reactants, conditions, products, and yield The reactants are BrC1=CC(=C(C=C1)C=CC(=O)OC)F (methyl 3-(4-bromo-2-fluorophenyl)acrylate), C(CCCCCC)NC(N(C1=CC(=CC=C1)B1OC(C(O1)(C)C)(C)C)C)=O (3-heptyl-1-methyl-1-[3-(4,4,5,5-tetramethyl[1,3,2]dioxaborolan-2-yl)phenyl]urea), O (water). Reagents/catalysts: C=1C=CC(=CC1)[P](C=2C=CC=CC2)(C=3C=CC=CC3)[Pd]([P](C=4C=CC=CC4)(C=5C=CC=CC5)C=6C=CC=CC6)([P](C=7C=CC=CC7)(C=8C=CC=CC8)C=9C=CC=CC9)[P](C=1C=CC=CC1)(C=1C=CC=CC1)C=1C=CC=CC1 (tetrakis(triphenylphosphine)palladium). The solvent is CN(C=O)C (dimethylformamide), P(=O)([O-])([O-])[O-].[K+].[K+].[K+] (potassium phosphate). Conditions: temperature 90 celsius, time 2 hour. Yields the product FC=1C=C(C=CC1C=CC(=O)OC)C1=CC(=CC=C1)N(C(=O)NCCCCCCC)C (methyl 3-[3-fluoro-3′-(3-heptyl-1-methylureido)biphenyl-4-yl]acrylate). Isolated yield 42.0%. As a reaction SMILES: Br[C:2]1[CH:7]=[CH:6][C:5]([CH:8]=[CH:9][C:10]([O:12][CH3:13])=[O:11])=[C:4]([F:14])[CH:3]=1.[CH2:15]([NH:22][C:23](=[O:41])[N:24]([CH3:40])[C:25]1[CH:30]=[CH:29][CH:28]=[C:27](B2OC(C)(C)C(C)(C)O2)[CH:26]=1)[CH2:16][CH2:17][CH2:18][CH2:19][CH2:20][CH3:21].O>CN(C)C=O.P([O-])([O-])([O-])=O.[K+].[K+].[K+].C1C=CC([P]([Pd]([P](C2C=CC=CC=2)(C2C=CC=CC=2)C2C=CC=CC=2)([P](C2C=CC=CC=2)(C2C=CC=CC=2)C2C=CC=CC=2)[P](C2C=CC=CC=2)(C2C=CC=CC=2)C2C=CC=CC=2)(C2C=CC=CC=2)C2C=CC=CC=2)=CC=1>[F:14][C:4]1[CH:3]=[C:2]([C:29]2[CH:28]=[CH:27][CH:26]=[C:25]([N:24]([CH3:40])[C:23]([NH:22][CH2:15][CH2:16][CH2:17][CH2:18][CH2:19][CH2:20][CH3:21])=[O:41])[CH:30]=2)[CH:7]=[CH:6][C:5]=1[CH:8]=[CH:9][C:10]([O:12][CH3:13])=[O:11] |f:4.5.6.7,^1:59,61,80,99|. Reported procedure: 44 mg (5 mol %) of tetrakis(triphenylphosphine)palladium are added to a solution of 200 mg (0.77 mmol, 1.0 eq) of methyl 3-(4-bromo-2-fluorophenyl)acrylate and 430 mg (1.15 mmol, 1.5 eq) of 3-heptyl-1-methyl-1-[3-(4,4,5,5-tetramethyl[1,3,2]dioxaborolan-2-yl)phenyl]urea (prepared as in 1e) in a mixture of dimethylformamide and 2M potassium phosphate solution (8/2). The reaction mixture is stirred for 2 hours at 90° C. The reaction is stopped by addition of 10 mL of water and then extracted with e... Reactants: CN=C=O, Cc1ccccc1, CC(C)N(C(=O)CC=C1CSC(N)=N1)c1ccc(Cl)cc1. The product is CNC(=O)NC1=NC(=CCC(=O)N(c2ccc(Cl)cc2)C(C)C)CS1. As a reaction SMILES: [CH3:22][N:23]=[C:24]=[O:25].[CH3:26][c:27]1[cH:28][cH:29][cH:30][cH:31][cH:32]1.[NH2:1][C:2]1=[N:6][C:5](=[CH:7][CH2:8][C:9]([N:10]([CH:11]([CH3:12])[CH3:13])[c:14]2[cH:15][cH:16][c:17]([Cl:20])[cH:18][cH:19]2)=[O:21])[CH2:4][S:3]1>>[NH:1]([C:2]1=[N:6][C:5](=[CH:7][CH2:8][C:9]([N:10]([CH:11]([CH3:12])[CH3:13])[c:14]2[cH:15][cH:16][c:17]([Cl:20])[cH:18][cH:19]2)=[O:21])[CH2:4][S:3]1)[C:24]([NH:23][CH3:22])=[O:25]. Starting materials: OC=1C=C2C=CC(OC2=CC1)=O (6-hydroxycoumarin), BrCCC(CCCC(C)C)C (1-Bromo-3,7-dimethyloctane), [H-].[Na+] (Sodium hydride). Run in CN(C=O)C (N,N-dimethylformamide), CN(C=O)C (DMF). Run at temperature 0 celsius. Yields the product CC(CCOC=1C=C2C=CC(OC2=CC1)=O)CCCC(C)C (6-((3,7-dimethyloctyl)oxy)-2H-chromen-2-one). Reaction SMILES: [OH:1][C:2]1[CH:3]=[C:4]2[C:9](=[CH:10][CH:11]=1)[O:8][C:7](=[O:12])[CH:6]=[CH:5]2.[H-].[Na+].Br[CH2:16][CH2:17][CH:18]([CH3:25])[CH2:19][CH2:20][CH2:21][CH:22]([CH3:24])[CH3:23]>CN(C)C=O>[CH3:25][CH:18]([CH2:19][CH2:20][CH2:21][CH:22]([CH3:24])[CH3:23])[CH2:17][CH2:16][O:1][C:2]1[CH:3]=[C:4]2[C:9](=[CH:10][CH:11]=1)[O:8][C:7](=[O:12])[CH:6]=[CH:5]2 |f:1.2|. Reported procedure: An oven dried 50 mL round bottom flask was prepared with a magnetic stirring bar, a rubber septum cover, and a nitrogen inlet. 6-hydroxycoumarin (1) (114 mg, 0.7 mmol) and 4 mL of anhydrous N,N-dimethylformamide (DMF) were added to the round bottom flask. The solution was stirred and cooled to 0° C. in a salt-ice bath. Sodium hydride (28 mg of 60% mineral oil suspension, 0.7 mmol) was added to the flask at which point the solution turned color from yellow to orange. The solution was kept stirrin...